From a dataset of the Open Reaction Database (ORD), a public repository of structured organic reaction records. describe an organic reaction: reactants, conditions, products, and yield Starting materials: Cl.C(C)(OCC)=N (ethyl acetoimidate hydrochloride), NCC1=C(C(NC(N1)=O)=O)Cl (6-aminomethyl-5-chlorouracil). Run in CN(C=O)C (N,N-dimethylformamide). Run at time 13 hour. Yields the product Cl.ClC=1C(NC(NC1CNC(C)=N)=O)=O (N-(5-chlorouracil-6-ylmethyl)acetamidine hydrochloride). Isolated yield 52.7%. As a reaction SMILES: Cl.[C:2](=[NH:7])(OCC)[CH3:3].[NH2:8][CH2:9][C:10]1[NH:15][C:14](=[O:16])[NH:13][C:12](=[O:17])[C:11]=1[Cl:18]>CN(C)C=O>[ClH:18].[Cl:18][C:11]1[C:12](=[O:17])[NH:13][C:14](=[O:16])[NH:15][C:10]=1[CH2:9][NH:8][C:2](=[NH:7])[CH3:3] |f:0.1,4.5|. Procedure details: To a solution of 705 mg of ethyl acetoimidate hydrochloride in N,N-dimethylformamide (12 ml), 500 mg of 6-aminomethyl-5-chlorouracil were added, followed by stirring at room temperature for 13 hours. After the reaction mixture was allowed to cool down, a crystallized matter was collected by filtration and then washed with a 10% solution of hydrochloric acid in methanol, whereby 190 mg of the title compound were obtained (yield: 26%). Starting materials: BrCCCCCBr, O=C([O-])[O-], [K+], [K+], CN(C)C=O, O, COC(=O)c1ccc(S)cc1. Product: COC(=O)c1ccc(SCCCCCBr)cc1. RXN SMILES: [Br:12][CH2:13][CH2:14][CH2:15][CH2:16][CH2:17][Br:18].[C:19](=[O:20])([O-:21])[O-:22].[K+:23].[K+:24].[O:26]=[CH:27][N:28]([CH3:29])[CH3:30].[OH2:25].[SH:1][c:2]1[cH:3][cH:4][c:5]([C:6](=[O:7])[O:8][CH3:9])[cH:10][cH:11]1>>[S:1]([c:2]1[cH:3][cH:4][c:5]([C:6](=[O:7])[O:8][CH3:9])[cH:10][cH:11]1)[CH2:17][CH2:16][CH2:15][CH2:14][CH2:13][Br:12]. The reactants are COC1=NC(=NC(=C1N)OC)N1CC2=CC=C(C=C2CC1)C(F)(F)F (4,6-dimethoxy-2-(6-(trifluoromethyl)-3,4-dihydroisoquinolin-2(1H)-yl)pyrimidin-5-amine), N1=CC=CC=C1 (pyridine), C(C)(C)(C)CC(=O)Cl (tert-butylacetyl chloride). Solvent: ClCCl (dichloromethane). Run at time 1 hour. Yields the product COC1=NC(=NC(=C1NC(CC(C)(C)C)=O)OC)N1CC2=CC=C(C=C2CC1)C(F)(F)F (N-(4,6-dimethoxy-2-(6-(trifluoromethyl)-3,4-dihydroisoquinolin-2(1H)-yl)pyrimidin-5-yl)-3,3-dimethylbutanamide). Yield: 74.0%. Reaction SMILES: [CH3:1][O:2][C:3]1[C:8]([NH2:9])=[C:7]([O:10][CH3:11])[N:6]=[C:5]([N:12]2[CH2:21][CH2:20][C:19]3[C:14](=[CH:15][CH:16]=[C:17]([C:22]([F:25])([F:24])[F:23])[CH:18]=3)[CH2:13]2)[N:4]=1.N1C=CC=CC=1.[C:32]([CH2:36][C:37](Cl)=[O:38])([CH3:35])([CH3:34])[CH3:33]>ClCCl>[CH3:1][O:2][C:3]1[C:8]([NH:9][C:37](=[O:38])[CH2:36][C:32]([CH3:35])([CH3:34])[CH3:33])=[C:7]([O:10][CH3:11])[N:6]=[C:5]([N:12]2[CH2:21][CH2:20][C:19]3[C:14](=[CH:15][CH:16]=[C:17]([C:22]([F:24])([F:25])[F:23])[CH:18]=3)[CH2:13]2)[N:4]=1. Procedure: To a mixture of 5c (0.69 g, 1.96 mmol) and pyridine (0.156 g, 2.0 mmol) in dichloromethane (20 ml) was added tert-butylacetyl chloride (0.269 g, 2.0 mmol). The mixture was stirred at room temperature for 1 hour. The mixture was washed with brine and extracted with ethyl acetate. The organic layer was dried over MgSO4, concentrated and chromatographed to yield the title compound (0.657 g, 1.45 mmol, 72%). 1H NMR (CDCl3, 400 MHz) δ 1.10 (s, 9H), 2.20 (s, 2H), 2.95 (t, J=5.8 Hz, 2H), 3.92 (s, 6H), ... The reactants are ClC=1C=C(C=CC1F)CN ((3-chloro-4-fluorophenyl)methanamine), BrC1=CN2C(S1)=NC(=C2)C(=O)O (2-bromoimidazo[2,1-b]thiazole-6-carboxylic acid). The product is BrC1=CN2C(S1)=NC(=C2)C(=O)NCC2=CC(=C(C=C2)F)Cl (2-Bromo-N-(3-chloro-4-fluorobenzyl)imidazo[2,1-b]thiazole-6-carboxamide). RXN SMILES: [Cl:1][C:2]1[CH:3]=[C:4]([CH2:9][NH2:10])[CH:5]=[CH:6][C:7]=1[F:8].[Br:11][C:12]1[S:16][C:15]2=[N:17][C:18]([C:20](O)=[O:21])=[CH:19][N:14]2[CH:13]=1>>[Br:11][C:12]1[S:16][C:15]2=[N:17][C:18]([C:20]([NH:10][CH2:9][C:4]3[CH:5]=[CH:6][C:7]([F:8])=[C:2]([Cl:1])[CH:3]=3)=[O:21])=[CH:19][N:14]2[CH:13]=1. Procedure: The title compound was prepared by essentially following the same procedures described for Intermediate XLIV, using (3-chloro-4-fluorophenyl)methanamine and 2-bromoimidazo[2,1-b]thiazole-6-carboxylic acid as starting materials. Starting materials: C(C)(=O)OCC (ethyl acetate), N1CCC(CC1)NC1=NC=C(C=C1)C (2-(piperidin-4-ylamino)-5-methylpyridine), C(C)(C)NC(C)C (diisopropylamine), C1(CCCCC1)CBr (cyclohexylmethyl bromide). The solvent is C(C)O (ethanol). Product: C1(CCCCC1)CN1CCC(CC1)NC1=NC=C(C=C1)C (2-[1-(Cyclohexylmethyl)piperidin-4-ylamino]-5-methylpyridine). Isolated yield 75.3%. As a reaction SMILES: [NH:1]1[CH2:6][CH2:5][CH:4]([NH:7][C:8]2[CH:13]=[CH:12][C:11]([CH3:14])=[CH:10][N:9]=2)[CH2:3][CH2:2]1.C(NC(C)C)(C)C.[CH:22]1([CH2:28]Br)[CH2:27][CH2:26][CH2:25][CH2:24][CH2:23]1.C(OCC)(=O)C>C(O)C>[CH:22]1([CH2:28][N:1]2[CH2:6][CH2:5][CH:4]([NH:7][C:8]3[CH:13]=[CH:12][C:11]([CH3:14])=[CH:10][N:9]=3)[CH2:3][CH2:2]2)[CH2:27][CH2:26][CH2:25][CH2:24][CH2:23]1. Procedure: A solution of 2-(piperidin-4-ylamino)-5-methylpyridine (191 mg), diisopropylamine (202 mg) and cyclohexylmethyl bromide (212 mg) in ethanol (2 mL) was refluxed for 16 hours. To the reaction solution was added ethyl acetate, and insolubles were filtered off, and then, concentrated under reduced pressure. The resulting residue was purified by silica gel chromatography (NH silica gel, hexane:ethyl acetate=4:1) to give the title compound (216 mg). The product is C(C=C)(=O)OCCOC(CCS(=O)(=O)CCCl)=O (2-[3-(chloroethylsulfonyl)propionyloxy]ethyl acrylate). As a reaction SMILES: [C:1]([O:5][CH2:6][CH2:7][OH:8])(=[O:4])[CH:2]=[CH2:3].[Cl:9][CH2:10][CH2:11][S:12]([CH2:15][CH2:16][C:17](Cl)=[O:18])(=[O:14])=[O:13].N1C=CC=CC=1.C(Cl)(Cl)Cl>O1CCCC1>[C:1]([O:5][CH2:6][CH2:7][O:8][C:17](=[O:18])[CH2:16][CH2:15][S:12]([CH2:11][CH2:10][Cl:9])(=[O:14])=[O:13])(=[O:4])[CH:2]=[CH2:3]. Procedure: A mixture of 600 ml of tetrahydrofuran, 46.8 g of hydroxyethyl acrylate, and 72 g of 3-(2-chloroethylsulfonyl)propionic acid chloride was placed in a reactor, and while maintaining the temperature at 5° C. or lower by cooling by ice water, a solution containing 31.2 g of pyridine dissolved in 100 ml of tetrahydrofuran was added dropwise thereto over a period of 1.75 hours. The resulting mixture was further stirred for 2 hours at room temperature. At the end of the time, the reaction mixture was ... Solvent: O1CCCC1 (tetrahydrofuran), O1CCCC1 (tetrahydrofuran). Run at temperature 5 celsius, time 1.75 hour. The yield is 88.6%. Starting materials: C(C=C)(=O)OCCO (hydroxyethyl acrylate), ClCCS(=O)(=O)CCC(=O)Cl (3-(2-chloroethylsulfonyl)propionic acid chloride), N1=CC=CC=C1 (pyridine), ice water, ice water, C(Cl)(Cl)Cl (chloroform). The reactants are O=C(n1ccnc1)n1ccnc1, CNOC, [Cl-], Cl, [NH4+], CN(C)C=O, O=C(O)Cc1cccs1. The product is CON(C)C(=O)Cc1cccs1. RXN SMILES: [C:15]([n:16]1[cH:17][cH:18][n:19][cH:20]1)([n:21]1[cH:22][cH:23][n:24][cH:25]1)=[O:26].[CH3:28][NH:29][O:30][CH3:31].[Cl-:32].[ClH:27].[NH4+:33].[O:10]=[CH:11][N:12]([CH3:13])[CH3:14].[s:1]1[c:2]([CH2:6][C:7](=[O:8])[OH:9])[cH:3][cH:4][cH:5]1>>[s:1]1[c:2]([CH2:6][C:7](=[O:9])[N:29]([CH3:28])[O:30][CH3:31])[cH:3][cH:4][cH:5]1. Isolated yield 69.0%. Starting materials: [Na] (sodium), ClC1=CC(N(C(N1CC1=CC=C(C=C1)C1=C(C=CC=C1)C1=NN=NN1C(C1=CC=CC=C1)(C1=CC=CC=C1)C1=CC=CC=C1)=O)CCC)=O (6-chloro-3-propyl-1-[[2'-(N-trityltetrazol-5-yl)biphenyl-4-yl]methyl]pyrimidine-2,4(1H,3H)-dione), C(CC)O (propanol). Reaction SMILES: [Na].ClC1[N:8]([CH2:9][C:10]2[CH:15]=[CH:14][C:13]([C:16]3[CH:21]=[CH:20][CH:19]=[CH:18][C:17]=3[C:22]3[N:26](C(C4C=CC=CC=4)(C4C=CC=CC=4)C4C=CC=CC=4)[N:25]=[N:24][N:23]=3)=[CH:12][CH:11]=2)[C:7](=[O:46])[N:6]([CH2:47][CH2:48][CH3:49])C(=O)C=1.[CH2:51]([OH:54])[CH2:52][CH3:53]>>[CH2:47]([N:6]1[C:51](=[O:54])[CH:52]=[C:53]([O:54][CH2:51][CH2:52][CH3:53])[N:8]([CH2:9][C:10]2[CH:15]=[CH:14][C:13]([C:16]3[CH:21]=[CH:20][CH:19]=[CH:18][C:17]=3[C:22]3[NH:26][N:25]=[N:24][N:23]=3)=[CH:12][CH:11]=2)[C:7]1=[O:46])[CH2:48][CH3:49] |^1:0|. Procedure details: To a solution of sodium (0.09 g) in propanol was added 6-chloro-3-propyl-1-[[2'-(N-trityltetrazol-5-yl)biphenyl-4-yl]methyl]pyrimidine-2,4(1H,3H)-dione (0.8 g) was added and the mixture was heated under reflux for 14 hours. The reaction mixture was concentrated to dryness. The resulting residue was dissolved in methylene chloride-water. The aqueous layer was acidified with 1N hydrochloric acid and extracted with methylene chloride. The organic layer was washed with water, dried, and evaporated t... The product is C(CC)N1C(N(C(=CC1=O)OCCC)CC1=CC=C(C=C1)C1=C(C=CC=C1)C1=NN=NN1)=O (3-Propyl-6-propyloxy-1-[[2'-(1H-tetrazol-5-yl)biphenyl-4-yl]methyl]pyrimidine-2,4(1H,3H)-dione). Starting materials: O (water), ClC1=C[C@](C([C@@H]1O)(Cl)Cl)(C(=O)O)O ((1R,4R)-3,5,5-Trichloro-1,4-dihydroxycyclopent-2-ene-1-carboxylic acid), C(C)(=O)[O-].C(C)(=O)[O-].C(C)(=O)[O-].C(C)(=O)[O-].[Pb+4] (lead tetraacetate), O (water). Run in C(C)(=O)O (acetic acid). Run at time 5 minute. Yields the product ClC1=CC(C([C@@H]1O)(Cl)Cl)=O ((4R)-3,5,5-Trichloro-4-hydroxycyclopent-2-en-1-one). Yield: 99.3%. RXN SMILES: [Cl:1][C:2]1[C@@H:6]([OH:7])[C:5]([Cl:9])([Cl:8])[C@:4]([OH:13])(C(O)=O)[CH:3]=1.C([O-])(=O)C.C([O-])(=O)C.C([O-])(=O)C.C([O-])(=O)C.[Pb+4].O>C(O)(=O)C>[Cl:1][C:2]1[C@@H:6]([OH:7])[C:5]([Cl:9])([Cl:8])[C:4](=[O:13])[CH:3]=1 |f:1.2.3.4.5|. Reported procedure: The (1R,4R)-acid (4) (200 mg, 0.8 mmol) was added portionwise over 10 min to lead tetraacetate (500 mg, 1.13 mmol) in acetic acid (5 ml) containing water (0.05 ml) at 80°. After a further 5 min, water (25 ml) was added and the cooled mixture extracted with ether (3×25 ml). The combined ether solutions were extracted with 5% aqueous sodium bicarbonate until the washings were alkaline (pH 7.5-8), then washed with water (10 ml), dried (MgSO4), and evaporated under reduced pressure. Short path disti...